From a dataset of the Open Reaction Database (ORD), a public repository of structured organic reaction records. describe an organic reaction: reactants, conditions, products, and yield Reactants: S(O)(O)(=O)=O (sulfuric acid), COC(C(C)OC(C#C)(C)C)=O (2-(1,1-dimethylprop-2-ynyloxy)propionic acid methyl ester). The reagents and catalysts are C(C)(=O)[O-].[Hg+2].C(C)(=O)[O-] (mercury (II) acetate). Run in O (water). Reaction conditions: temperature 60 celsius. The product is COC(C(C)OC(C(C)=O)(C)C)=O (2-(1,1-dimethyl-2-oxopropoxy)propionic acid methyl ester). Yield: 141.7%. RXN SMILES: S(=O)(=O)(O)[OH:2].[CH3:6][O:7][C:8](=[O:17])[CH:9]([O:11][C:12]([CH3:16])([CH3:15])[C:13]#[CH:14])[CH3:10]>C([O-])(=O)C.[Hg+2].C([O-])(=O)C.O>[CH3:6][O:7][C:8](=[O:17])[CH:9]([O:11][C:12]([CH3:16])([CH3:15])[C:13](=[O:2])[CH3:14])[CH3:10] |f:2.3.4|. Reported procedure: A mixture of mercury (II) acetate (7.76 g, 0.024 mol), sulfuric acid (9 ml, 0.09 mol) and water (450 ml) is heated at 60° C. 2-(1,1-dimethylprop-2-ynyloxy)propionic acid methyl ester (90 g, 0.529 mol) is added carefully at 60° C. The reaction mixture is maintained at 60° C. for 8 hours and cooled to ambient temperature. The aqueous phase is extracted with diethyl ether (3×250 ml), the organic phases are combined, washed with water, and dried over anhydrous sodium sulfate. The mixture is filtered... The reactants are CCN=C=NCCCN(C)C, CCN1CCOCC1, CN1C(=O)N(C2CCN(C(=O)OC(C)(C)C)CC2)CC1C(=O)O, COC(=O)C1CN(C)C(=O)N1C, NCc1cccc(C(F)(F)F)c1Cl, ClCCl, Cl, O, On1nnc2ccccc21. Product: CN1C(=O)N(C2CCN(C(=O)OC(C)(C)C)CC2)CC1C(=O)NCc1cccc(C(F)(F)F)c1Cl. Reaction SMILES: [CH2:48]([N:49]=[C:50]=[N:51][CH2:52][CH2:53][CH2:54][N:55]([CH3:56])[CH3:57])[CH3:58].[CH2:59]([N:60]1[CH2:61][CH2:62][O:63][CH2:64][CH2:65]1)[CH3:66].[CH3:13][C:14]([CH3:15])([CH3:16])[O:17][C:18](=[O:19])[N:20]1[CH2:21][CH2:22][CH:23]([N:26]2[C:27](=[O:35])[N:28]([CH3:34])[CH:29]([C:31](=[O:32])[OH:33])[CH2:30]2)[CH2:24][CH2:25]1.[CH3:1][N:2]1[CH2:3][CH:4]([C:5]([O:6][CH3:7])=[O:8])[N:9]([CH3:10])[C:11]1=[O:12].[Cl:67][c:68]1[c:69]([CH2:78][NH2:79])[cH:70][cH:71][cH:72][c:73]1[C:74]([F:75])([F:76])[F:77].[Cl:80][CH2:81][Cl:82].[ClH:47].[OH2:36].[OH:37][n:38]1[c:39]2[cH:40][cH:41][cH:42][cH:43][c:44]2[n:45][n:46]1>>[CH3:13][C:14]([CH3:15])([CH3:16])[O:17][C:18](=[O:19])[N:20]1[CH2:21][CH2:22][CH:23]([N:26]2[C:27](=[O:35])[N:28]([CH3:34])[CH:29]([C:31](=[O:32])[NH:79][CH2:78][c:69]3[c:68]([Cl:67])[c:73]([C:74]([F:75])([F:76])[F:77])[cH:72][cH:71][cH:70]3)[CH2:30]2)[CH2:24][CH2:25]1. The reactants are CCOC(=O)Cc1ccc(OC)c(-c2ccc(C(F)(F)F)cc2CN(CC)C(=O)NCc2ccc(O)cc2)c1, C1CCOC1, CCO, ClCCl, Cl, [Na+], [OH-]. Product: CCN(Cc1cc(C(F)(F)F)ccc1-c1cc(CC(=O)O)ccc1OC)C(=O)NCc1ccc(O)cc1. As a reaction SMILES: [CH2:1]([CH3:2])[O:3][C:4]([CH2:5][c:6]1[cH:7][c:8](-[c:14]2[c:15]([CH2:24][N:25]([C:26](=[O:27])[NH:28][CH2:29][c:30]3[cH:31][cH:32][c:33]([OH:36])[cH:34][cH:35]3)[CH2:37][CH3:38])[cH:16][c:17]([C:20]([F:21])([F:22])[F:23])[cH:18][cH:19]2)[c:9]([O:12][CH3:13])[cH:10][cH:11]1)=[O:39].[CH2:46]1[O:47][CH2:48][CH2:49][CH2:50]1.[CH3:51][CH2:52][OH:53].[Cl:42][CH2:43][Cl:44].[ClH:45].[Na+:41].[OH-:40]>>[O:3]=[C:4]([CH2:5][c:6]1[cH:7][c:8](-[c:14]2[c:15]([CH2:24][N:25]([C:26](=[O:27])[NH:28][CH2:29][c:30]3[cH:31][cH:32][c:33]([OH:36])[cH:34][cH:35]3)[CH2:37][CH3:38])[cH:16][c:17]([C:20]([F:21])([F:22])[F:23])[cH:18][cH:19]2)[c:9]([O:12][CH3:13])[cH:10][cH:11]1)[OH:39].